describe an organic reaction: reactants, conditions, products, and yield From a dataset of the Open Reaction Database (ORD), a public repository of structured organic reaction records. Starting materials: C(C)(C)(C)OC(=O)N1C[C@@H]2[C@H](CCC([C@@H]2C1)(C1=CC=CC=C1)C1=CC=CC=C1)OS(=O)(=O)C(F)(F)F ((3aR, 7S, 7aR)-2-t-butoxycarbonyl-4,4-diphenyl-7trifluoromethylsulphonyloxyperhydroisoindole), solution, [F-].C(CCC)[N+](CCCC)(CCCC)CCCC (tetrabutylammonium fluoride). Run in FCF (difluoromethane), O1CCCC1 (tetrahydrofuran). Reaction conditions: temperature 20 celsius, time 17 hour. Product: C(C)(C)(C)OC(=O)N1C[C@@H]2[C@@H](CCC([C@@H]2C1)(C1=CC=CC=C1)C1=CC=CC=C1)F ((3aR, 7R,7aR)-2-t-butoxycarbonyl-4,4-diphenyl-7-fluoroperhydroisoindole). As a reaction SMILES: [C:1]([O:5][C:6]([N:8]1[CH2:16][C@@H:15]2[C@@H:10]([C@@H:11](OS(C(F)(F)F)(=O)=O)[CH2:12][CH2:13][C:14]2([C:23]2[CH:28]=[CH:27][CH:26]=[CH:25][CH:24]=2)[C:17]2[CH:22]=[CH:21][CH:20]=[CH:19][CH:18]=2)[CH2:9]1)=[O:7])([CH3:4])([CH3:3])[CH3:2].[F-:37].C([N+](CCCC)(CCCC)CCCC)CCC>FCF.O1CCCC1>[C:1]([O:5][C:6]([N:8]1[CH2:16][C@@H:15]2[C@@H:10]([C@H:11]([F:37])[CH2:12][CH2:13][C:14]2([C:17]2[CH:18]=[CH:19][CH:20]=[CH:21][CH:22]=2)[C:23]2[CH:24]=[CH:25][CH:26]=[CH:27][CH:28]=2)[CH2:9]1)=[O:7])([CH3:2])([CH3:4])[CH3:3] |f:1.2|. Procedure: A solution of 4.87 g of (3aR, 7S, 7aR)-2-t-butoxycarbonyl-4,4-diphenyl-7trifluoromethylsulphonyloxyperhydroisoindole in 150 cm3 of dry difluoromethane is treated with 22.6 cm3 of a 1M solution of tetrabutylammonium fluoride in tetrahydrofuran and then stirred for 17 hours at 20° C and concentrated to dryness under reduced pressure (2.7 kPa). The residue is chromatographed on a silica gel column (particle size 0.2-0.063 mm, diameter 4.5 cm, height 35 cm), eluting under a nitrogen pressure of 0.4 ... Reactants: C(=C)OCCCCCCCCCl (8-Chlorooctyl vinyl ether), FC(C(C(C(F)(F)F)(F)F)(F)F)(S(=O)(=O)[O-])F.OC1=CC=C(C=C1)[S+](C1=CC=CC=C1)C1=CC=CC=C1 (4-Hydroxyphenyldiphenylsulfonium perfluorobutanesulfonate salt), C([O-])([O-])=O.[K+].[K+] (potassium carbonate), CN(CCN(C)C)C (N,N,N′,N′-tetramethylethylenediamine). Run in CS(=O)C (dimethyl sulfoxide). Run at temperature 80 celsius, time 18 hour. The product is FC(C(C(C(F)(F)F)(F)F)(F)F)(S(=O)(=O)[O-])F.C(=C)OC(CCCO[SH+](C1=CC=CC=C1)(C1=CC=CC=C1)C1=CC=CC=C1)CCCC (4-vinyloxyoctoxyphenyldiphenylsulfonium perfluorobutanesulfonate salt). As a reaction SMILES: [F:1][C:2]([F:17])([S:13]([O-:16])(=[O:15])=[O:14])[C:3]([F:12])([F:11])[C:4]([F:10])([F:9])[C:5]([F:8])([F:7])[F:6].O[C:19]1[CH:24]=[CH:23][C:22]([S+:25]([C:32]2[CH:37]=[CH:36][CH:35]=[CH:34][CH:33]=2)[C:26]2[CH:31]=[CH:30][CH:29]=[CH:28][CH:27]=2)=[CH:21][CH:20]=1.[C:38](=[O:41])([O-])[O-].[K+].[K+].CN(C)[CH2:46][CH2:47]N(C)C.[CH:52]([O:54][CH2:55][CH2:56][CH2:57][CH2:58][CH2:59]CCCCl)=[CH2:53]>CS(C)=O>[F:17][C:2]([F:1])([S:13]([O-:16])(=[O:15])=[O:14])[C:3]([F:11])([F:12])[C:4]([F:10])([F:9])[C:5]([F:8])([F:7])[F:6].[CH:52]([O:54][CH:55]([CH2:56][CH2:57][CH2:58][CH3:59])[CH2:46][CH2:47][CH2:38][O:41][SH+:25]([C:22]1[CH:21]=[CH:20][CH:19]=[CH:24][CH:23]=1)([C:26]1[CH:27]=[CH:28][CH:29]=[CH:30][CH:31]=1)[C:32]1[CH:33]=[CH:34][CH:35]=[CH:36][CH:37]=1)=[CH2:53] |f:0.1,2.3.4,8.9|. Reported procedure: 4-Hydroxyphenyldiphenylsulfonium perfluorobutanesulfonate salt (2.67 g), potassium carbonate (0.78 g), and N,N,N′,N′-tetramethylethylenediamine (0.05 g) were dissolved in dimethyl sulfoxide (13.3 g). 8-Chlorooctyl vinyl ether (1.05 g) was added to the solution, followed by heating to 80° C. The reaction mixture was stirred for 18 hours and cooled to 30° C. or lower. After removal of solid through filtration, water (13.3 g) was added to the filtrate, and the aqueous layer was washed three times w...